Task: describe an organic reaction: reactants, conditions, products, and yield. Dataset: the Open Reaction Database (ORD), a public repository of structured organic reaction records Starting materials: BrC1=CSC2=C1C(=NC=C2C=2C=NC(=CC2)OC)N (3-bromo-7-(6-methoxy-3-pyridinyl)thieno[3,2-c]pridin-4-amine), COC1=C(C=CC(=C1)B1OC(C(O1)(C)C)(C)C)NC(=O)C=1N(C2=CC=CC=C2C1)C (N-[2-methoxy-4-(4,4,5,5-tetramethyl-1,3,2-dioxaborolan-2-yl)phenyl]-1-methyl-1H-indole-2-carboxamide), C(=O)([O-])[O-].[Na+].[Na+] (Na2CO3). The reagents and catalysts are C=1C=CC(=CC1)[P](C=2C=CC=CC2)(C=3C=CC=CC3)[Pd]([P](C=4C=CC=CC4)(C=5C=CC=CC5)C=6C=CC=CC6)([P](C=7C=CC=CC7)(C=8C=CC=CC8)C=9C=CC=CC9)[P](C=1C=CC=CC1)(C=1C=CC=CC1)C=1C=CC=CC1 (Pd(PPh3)4). Solvent: COCCOC (1,2-dimethoxyethane), O (water). Conditions: time 5 minute. Yields the product NC1=NC=C(C2=C1C(=CS2)C2=CC(=C(C=C2)NC(=O)C=2N(C1=CC=CC=C1C2)C)OC)C=2C=NC(=CC2)OC (N-{4-[4-amino-7-(6-methoxy-3-pyridinyl)thieno[3,2-c]pyridin-3-yl]-2-methoxyphenyl}-1-methyl-1H-indole-2-carboxamide). RXN SMILES: Br[C:2]1[C:6]2[C:7]([NH2:19])=[N:8][CH:9]=[C:10]([C:11]3[CH:12]=[N:13][C:14]([O:17][CH3:18])=[CH:15][CH:16]=3)[C:5]=2[S:4][CH:3]=1.[CH3:20][O:21][C:22]1[CH:27]=[C:26](B2OC(C)(C)C(C)(C)O2)[CH:25]=[CH:24][C:23]=1[NH:37][C:38]([C:40]1[N:41]([CH3:49])[C:42]2[C:47]([CH:48]=1)=[CH:46][CH:45]=[CH:44][CH:43]=2)=[O:39].C([O-])([O-])=O.[Na+].[Na+]>COCCOC.O.C1C=CC([P]([Pd]([P](C2C=CC=CC=2)(C2C=CC=CC=2)C2C=CC=CC=2)([P](C2C=CC=CC=2)(C2C=CC=CC=2)C2C=CC=CC=2)[P](C2C=CC=CC=2)(C2C=CC=CC=2)C2C=CC=CC=2)(C2C=CC=CC=2)C2C=CC=CC=2)=CC=1>[NH2:19][C:7]1[C:6]2[C:2]([C:26]3[CH:25]=[CH:24][C:23]([NH:37][C:38]([C:40]4[N:41]([CH3:49])[C:42]5[C:47]([CH:48]=4)=[CH:46][CH:45]=[CH:44][CH:43]=5)=[O:39])=[C:22]([O:21][CH3:20])[CH:27]=3)=[CH:3][S:4][C:5]=2[C:10]([C:11]2[CH:12]=[N:13][C:14]([O:17][CH3:18])=[CH:15][CH:16]=2)=[CH:9][N:8]=1 |f:2.3.4,^1:66,68,87,106|. Procedure: A mixture of Example 215 (1.0 eq) in 1,2-dimethoxyethane (10 mL) and water (5 mL) was reacted with N-[2-methoxy-4-(4,4,5,5-tetramethyl-1,3,2-dioxaborolan-2-yl)phenyl]-1-methyl-1H-indole-2-carboxamide (1.2 eq), Na2CO3 (2.4 eq), and Pd(PPh3)4 (0.06 eq) at 95° C. for 18 hours. The organic solvent was removed in vacuo and the mixture was extracted with dichloromethane. The extract was dried (MgSO4), filtered, and concentrated. The residue was purified by preparative reverse phase HPLC (Rainin C18, 8... Starting materials: BrCCOC1=CC2=C(C(=NS2)C2=CC=C(C=C2)Br)C=C1 (6-(2-Bromo-ethoxy)-3-(4-bromo-phenyl)-benzo[d]isothiazole), COCCNC (N-(2-methoxyethyl)methylamine). Product: BrC1=CC=C(C=C1)C1=NSC2=C1C=CC(=C2)OCCN(C)CCOC ([2-[3-(4-Bromo-phenyl)-benzo[d]isothiazol-6-yloxy]-ethyl]-(2-methoxy-ethyl)-methyl-amine). As a reaction SMILES: Br[CH2:2][CH2:3][O:4][C:5]1[CH:20]=[CH:19][C:8]2[C:9]([C:12]3[CH:17]=[CH:16][C:15]([Br:18])=[CH:14][CH:13]=3)=[N:10][S:11][C:7]=2[CH:6]=1.[CH3:21][O:22][CH2:23][CH2:24][NH:25][CH3:26]>>[Br:18][C:15]1[CH:16]=[CH:17][C:12]([C:9]2[C:8]3[CH:19]=[CH:20][C:5]([O:4][CH2:3][CH2:2][N:25]([CH2:24][CH2:23][O:22][CH3:21])[CH3:26])=[CH:6][C:7]=3[S:11][N:10]=2)=[CH:13][CH:14]=1. Procedure details: According to the method in example 4, 6-(2-Bromo-ethoxy)-3-(4-bromo-phenyl)-benzo[d]isothiazole and N-(2-methoxyethyl)methylamine were converted to yield [2-[3-(4-Bromo-phenyl)-benzo[d]isothiazol-6-yloxy]-ethyl]-(2-methoxy-ethyl)-methyl-amine, MS: 422 (MH+, 1Br). The reactants are BrC(C(=O)O)C1=CC=C(C=C1)Cl (2-Bromo-2-(4-chlorophenyl)acetic acid), NC1=CC=CC=C1 (aniline). Solvent: C(C)#N (acetonitrile). Conditions: temperature 100 celsius. Yields the product ClC1=CC=C(C=C1)C(C(=O)O)NC1=CC=CC=C1 ((4-chloro-phenyl)-phenylamino-acetic acid). Isolated yield 99.8%. RXN SMILES: Br[CH:2]([C:6]1[CH:11]=[CH:10][C:9]([Cl:12])=[CH:8][CH:7]=1)[C:3]([OH:5])=[O:4].[NH2:13][C:14]1[CH:19]=[CH:18][CH:17]=[CH:16][CH:15]=1>C(#N)C>[Cl:12][C:9]1[CH:10]=[CH:11][C:6]([CH:2]([NH:13][C:14]2[CH:19]=[CH:18][CH:17]=[CH:16][CH:15]=2)[C:3]([OH:5])=[O:4])=[CH:7][CH:8]=1. Procedure details: 2-Bromo-2-(4-chlorophenyl)acetic acid (1.2 g, 4.67 mmol) and aniline (0.85 mL, 9.33 mmol) are dissolved in acetonitrile (29 mL). The reaction is heated under microwave irradiation at 100° C. for 5 minutes. The solvent is evaporated and the residue is dissolved in EtOAc and washed with 3M HCl and then brine. The organic layer is dried over Na2SO4, filtered and evaporated to dryness to give intermediate I258 as a white solid (1.22 g, quantitative yield). Reported procedure: (E)-3-[1′-(4-Fluoro-benzyl)-4-oxo-spiro(chromane-2,3′-azetidine)-6-yl]-acrylic acid methyl ester (360 mg, 0.94 mmol) was hydrolyzed with AcOH (6 ml) and aqueous 20% HCl (6 ml) following the procedure described in Example 31, Step B, giving (E)-3-[1′-(4-fluoro-benzyl)-4-oxo-spiro(chromane-2,3′-azetidine)-6-yl]-acrylic acid (300 mg, hydrochloride salt) as a pale yellow solid. Product: FC1=CC=C(CN2CC3(C2)OC2=CC=C(C=C2C(C3)=O)/C=C/C(=O)O)C=C1 ((E)-3-[1′-(4-fluoro-benzyl)-4-oxo-spiro(chromane-2,3′-azetidine)-6-yl]-acrylic acid). RXN SMILES: C[O:2][C:3](=[O:28])/[CH:4]=[CH:5]/[C:6]1[CH:7]=[C:8]2[C:24](=[CH:25][CH:26]=1)[O:23][C:11]1([CH2:14][N:13]([CH2:15][C:16]3[CH:21]=[CH:20][C:19]([F:22])=[CH:18][CH:17]=3)[CH2:12]1)[CH2:10][C:9]2=[O:27].Cl>CC(O)=O>[F:22][C:19]1[CH:18]=[CH:17][C:16]([CH2:15][N:13]2[CH2:12][C:11]3([CH2:10][C:9](=[O:27])[C:8]4[C:24](=[CH:25][CH:26]=[C:6](/[CH:5]=[CH:4]/[C:3]([OH:28])=[O:2])[CH:7]=4)[O:23]3)[CH2:14]2)=[CH:21][CH:20]=1. The solvent is CC(=O)O (AcOH). The reactants are COC(\C=C\C=1C=C2C(CC3(CN(C3)CC3=CC=C(C=C3)F)OC2=CC1)=O)=O ((E)-3-[1′-(4-Fluoro-benzyl)-4-oxo-spiro(chromane-2,3′-azetidine)-6-yl]-acrylic acid methyl ester), Cl (HCl). Isolated yield 86.9%. Reactants: C(=O)(O)C=1C=C(C=CC1)C=CC(=O)C1=CC(=CC=C1)C(=O)O (3,3′-Dicarboxychalcone), [OH-].[Na+] (NaOH), [BH4-].[Na+] (NaBH4). Reagents/catalysts: C1=CC=C(C=C1)P(C2=CC=CC=C2)C3=CC=CC=C3.C1=CC=C(C=C1)P(C2=CC=CC=C2)C3=CC=CC=C3.C1=CC=C(C=C1)P(C2=CC=CC=C2)C3=CC=CC=C3.[Cl-].[Rh] (Wilkinson's catalyst). The solvent is C(C)O (ethanol). Conditions: time 16 hour. Yields the product C(=O)(O)C=1C=C(C=CC1)C(CCC1=CC(=CC=C1)C(=O)O)O (1,3-bis (m-carboxyphenyl)-1-propanol). Reaction SMILES: [C:1]([C:4]1[CH:5]=[C:6]([CH:10]=[CH:11][C:12]([C:14]2[CH:19]=[CH:18][CH:17]=[C:16]([C:20]([OH:22])=[O:21])[CH:15]=2)=[O:13])[CH:7]=[CH:8][CH:9]=1)([OH:3])=[O:2].[OH-].[Na+].[BH4-].[Na+]>C(O)C.C1C=CC(P(C2C=CC=CC=2)C2C=CC=CC=2)=CC=1.C1C=CC(P(C2C=CC=CC=2)C2C=CC=CC=2)=CC=1.C1C=CC(P(C2C=CC=CC=2)C2C=CC=CC=2)=CC=1.[Cl-].[Rh]>[C:20]([C:16]1[CH:15]=[C:14]([CH:12]([OH:13])[CH2:11][CH2:10][C:6]2[CH:7]=[CH:8][CH:9]=[C:4]([C:1]([OH:3])=[O:2])[CH:5]=2)[CH:19]=[CH:18][CH:17]=1)([OH:22])=[O:21] |f:1.2,3.4,6.7.8.9.10|. Procedure details: 3,3′-Dicarboxychalcone (Example 4, step 2) (430 mg, 1.45 mmol) in ethanol (10 mL) containing aqueous NaOH (1 M, 2.90 mmol) was hydrogenated at 45 psi for 48 hours in the presence of Wilkinson's catalyst (67 mg, 0.07 mmol). The reaction mixture was filtered and concentrated in vacuo. The residue was dissolved in methanol (10 mL) and treated with NaBH4 (220 mg, 5.8 mmol) at rt. The reaction mixture was stirred for 16 hours at rt, quenched with the cautious addition of saturated aqueous NH4Cl and p... The reactants are B(OC)(OC)OC (trimethyl borate), C(C)(C)(C)[Li] (tert-butyllithium), CN1CCN(CC1)S(=O)(=O)C=1C=C2C=CN(C2=CC1)C(=O)OC(C)(C)C (tert-butyl 5-[(4-methylpiperazin-1-yl)sulfonyl]-1H-indole-1-carboxylate). The solvent is CCCCC (pentane), C1CCOC1 (THF). Reaction conditions: temperature 0 celsius, time 20 minute. Product: C(C)(C)(C)OC(=O)N1C(=CC2=CC(=CC=C12)S(=O)(=O)N1CCN(CC1)C)B(O)O (1-(tert-butoxycarbonyl)-5-[(4-methylpiperazin-1-yl)sulfonyl]-1H-indol-2-ylboronic acid). RXN SMILES: C([Li])(C)(C)C.[CH3:6][N:7]1[CH2:12][CH2:11][N:10]([S:13]([C:16]2[CH:17]=[C:18]3[C:22](=[CH:23][CH:24]=2)[N:21]([C:25]([O:27][C:28]([CH3:31])([CH3:30])[CH3:29])=[O:26])[CH:20]=[CH:19]3)(=[O:15])=[O:14])[CH2:9][CH2:8]1.[B:32](OC)([O:35]C)[O:33]C>CCCCC.C1COCC1>[C:28]([O:27][C:25]([N:21]1[C:22]2[C:18](=[CH:17][C:16]([S:13]([N:10]3[CH2:9][CH2:8][N:7]([CH3:6])[CH2:12][CH2:11]3)(=[O:15])=[O:14])=[CH:24][CH:23]=2)[CH:19]=[C:20]1[B:32]([OH:35])[OH:33])=[O:26])([CH3:31])([CH3:30])[CH3:29]. Procedure: A solution of tert-butyllithium (1.7 M, 6.20 mL, 10.5 mmol, 2.00 equiv) in pentane was added to a solution of tert-butyl 5-[(4-methylpiperazin-1-yl) sulfonyl]-1H-indole-1-carboxylate (1-9, 2.00 g, 5.27 mmol, 1 equiv) in THF (150 mL) at −78° C. The resulting orange-colored reaction mixture was stirred at −78° C. for 1.5 hours before trimethyl borate (1.50 mL, 13.2 mmol, 2.50 equiv) was added. The mixture was warmed to 0° C. where it was stirred for 20 minutes, then partitioned between aqueous hal...